Dataset: the Open Reaction Database (ORD), a public repository of structured organic reaction records. Task: describe an organic reaction: reactants, conditions, products, and yield Reactants: CSSC, CCCCCC, CCOC(C)=O, [Li]CCCC, C1CCOC1, O, c1ccc(-n2cnc3c2CCCC3)cc1. The product is CSc1nc2c(n1-c1ccccc1)CCCC2. Reaction SMILES: [CH3:21][S:22][S:23][CH3:24].[CH3:26][CH2:27][CH2:28][CH2:29][CH2:30][CH3:31].[CH3:37][CH2:38][O:39][C:40](=[O:41])[CH3:42].[Li:16][CH2:17][CH2:18][CH2:19][CH3:20].[O:32]1[CH2:33][CH2:34][CH2:35][CH2:36]1.[OH2:25].[c:1]1(-[n:7]2[cH:8][n:9][c:10]3[c:11]2[CH2:12][CH2:13][CH2:14][CH2:15]3)[cH:2][cH:3][cH:4][cH:5][cH:6]1>>[c:1]1(-[n:7]2[c:8]([S:22][CH3:21])[n:9][c:10]3[c:11]2[CH2:12][CH2:13][CH2:14][CH2:15]3)[cH:2][cH:3][cH:4][cH:5][cH:6]1. The reactants are IC=1C=C(CC2=NN=C(S2)C2=CC=C(C#N)C=C2)C=CC1 (4-[5-(3-iodo-benzyl)-[1,3,4]thiadiazol-2-yl]-benzonitrile), CO (MeOH), C1CCOC1 (THF), C1CCC2=NCCCN2CC1 (DBU). Reagents/catalysts: C(C)(=O)[O-].[Pd+2].C(C)(=O)[O-] (palladium acetate). Conditions: temperature 100 celsius. Product: COC(C1=CC(=CC=C1)CC=1SC(=NN1)C1=CC=C(C=C1)C#N)=O (3-[5-(4-cyano-phenyl)-[1,3,4]thiadiazol-2-ylmethyl]-benzoic acid methyl ester). Isolated yield 60.0%. Reaction SMILES: I[C:2]1[CH:3]=[C:4]([CH:19]=[CH:20][CH:21]=1)[CH2:5][C:6]1[S:10][C:9]([C:11]2[CH:18]=[CH:17][C:14]([C:15]#[N:16])=[CH:13][CH:12]=2)=[N:8][N:7]=1.C1[CH2:26][O:25][CH2:24]C1.C1CCN2C(=NCCC2)CC1.C[OH:39]>C([O-])(=O)C.[Pd+2].C([O-])(=O)C>[CH3:24][O:25][C:26](=[O:39])[C:2]1[CH:21]=[CH:20][CH:19]=[C:4]([CH2:5][C:6]2[S:10][C:9]([C:11]3[CH:18]=[CH:17][C:14]([C:15]#[N:16])=[CH:13][CH:12]=3)=[N:8][N:7]=2)[CH:3]=1 |f:4.5.6|. Reported procedure: Dissolve 4-[5-(3-iodo-benzyl)-[1,3,4]thiadiazol-2-yl]-benzonitrile (0.34 g, 0.75 mmol) into 8 mL of a 1:1 mixture of THF:MeOH in a microwave pressure tube. Add molybedinum hexacarbonyl (0.25 g, 0.95 mmol) and DBU (0.32 mL, 2.10 mmol) causing the solution to darken. Add palladium acetate (0.03 g, 0.11 mmol), seal the tube and heat at 100° C. in a microwave reactor for 10 min. Concentrate the mixture onto silica gel and purify by flash silica gel chromatography to provide (0.150 g, 60% yield of 3-... Starting materials: CC(C)(C)C1=CC=C(C(=O)NC2=CC=C(C=C2)[N+](=O)[O-])C=C1 (4-(1,1-Dimethylethyl)-N-(4-nitrophenyl)-benzamide). The reagents and catalysts are [Pd] (palladium on charcoal). Conditions: time 30 minute. Yields the product NC1=CC=C(C=C1)NC(C1=CC=C(C=C1)C(C)(C)C)=O (N-(4-Aminophenyl)-4-(1,1-dimethylethyl)-benzamide). As a reaction SMILES: [CH3:1][C:2]([C:5]1[CH:22]=[CH:21][C:8]([C:9]([NH:11][C:12]2[CH:17]=[CH:16][C:15]([N+:18]([O-])=O)=[CH:14][CH:13]=2)=[O:10])=[CH:7][CH:6]=1)([CH3:4])[CH3:3]>[Pd]>[NH2:18][C:15]1[CH:16]=[CH:17][C:12]([NH:11][C:9](=[O:10])[C:8]2[CH:21]=[CH:22][C:5]([C:2]([CH3:3])([CH3:1])[CH3:4])=[CH:6][CH:7]=2)=[CH:13][CH:14]=1. Procedure details: 4.5 g. (0.015 mol) 4-(1,1-Dimethylethyl)-N-(4-nitrophenyl)-benzamide (Example 15 ) are hydrogenated at normal pressure and ambient temperature in the presence of 0.5 g. 10% palladium on charcoal. After 30 minutes, the reaction mixture is filtered and the filtrate is evaporated in a vacuum. The residue is digested with ligroin and filtered off with suction. There are obtained 3.4 g. (85% of theory) of the title compound; m.p. 111°-113° C.